From a dataset of the Open Reaction Database (ORD), a public repository of structured organic reaction records. describe an organic reaction: reactants, conditions, products, and yield Starting materials: C(C)OP(=O)(CNC(SC)=S)OCC (methyl 1-diethoxyphosphinylmethyldithiocarbamate), [N-]=[N+]=[N-].[Na+] (sodium azide). Run in C(C)O (ethanol), O (water). The product is C(C)OP(=O)(OCC)CN1N=NN=C1S (1-diethoxyphosphinylmethyltetrazole-5-thiol). As a reaction SMILES: [CH2:1]([O:3][P:4]([O:12][CH2:13][CH3:14])([CH2:6][NH:7][C:8](=S)[S:9]C)=[O:5])[CH3:2].[N-:15]=[N+:16]=[N-:17].[Na+]>C(O)C.O>[CH2:1]([O:3][P:4]([CH2:6][N:7]1[C:8]([SH:9])=[N:17][N:16]=[N:15]1)([O:12][CH2:13][CH3:14])=[O:5])[CH3:2] |f:1.2|. Reported procedure: To a solution of 2.85 g (11.1 mmol) of methyl 1-diethoxyphosphinylmethyldithiocarbamate in 25 ml of ethanol was added a solution of 0.72 g (11.1 mmol) of sodium azide in 5 ml of water. The reaction mixture was refluxed for 2.5 hours then evaporated to near dryness. Water (20 ml) was added and the aqueous mixture was layered with 40 ml of ethyl acetate and acidified to pH 2.2 by addition of 6 N sulfuric acid. The layers were separated and the aqueous phase was extracted twice with ethyl acetate. ... Starting materials: FC=1C=CC(=C2CC[C@H](C12)OC1=CC2=C([C@@H](CO2)CC(=O)OC)C=C1)C1=C(C=C(C=C1C)O)C (Methyl 2-((S)-6-((R)-7-fluoro-4-(4-hydroxy-2,6-dimethylphenyl)-2,3-dihydro-1H-inden-1-yloxy)-2,3-dihydrobenzofuran-3-yl)acetate), C([O-])([O-])=O.[K+].[K+] (potassium carbonate), FC=1C=CC(=C2CC[C@H](C12)OC1=CC2=C([C@@H](CO2)CC(=O)OC)C=C1)C1=C(C=C(C=C1C)O)C (Methyl 2-((S)-6-((R)-7-fluoro-4-(4-hydroxy-2,6-dimethylphenyl)-2,3-dihydro-1H-inden-1-yloxy)-2,3-dihydrobenzofuran-3-yl)acetate), BrCC1CCOCC1 (4-(bromomethyl)tetrahydro-2H-pyran). Run in CN(C=O)C (dimethylformamide). Reaction conditions: temperature 60 celsius, time 48 hour. Yields the product CC1=C(C(=CC(=C1)OCC1CCOCC1)C)C1=C2CC[C@H](C2=C(C=C1)F)OC1=CC2=C([C@@H](CO2)CC(=O)OC)C=C1 (Methyl 2-((S)-6-((R)-4-(2,6-dimethyl-4-((tetrahydro-2H-pyran-4-yl)methoxy)phenyl)-7-fluoro-2,3-dihydro-1H-inden-1-yloxy)-2,3-dihydrobenzofuran-3-yl)acetate). Reaction SMILES: [F:1][C:2]1[CH:3]=[CH:4][C:5]([C:26]2[C:31]([CH3:32])=[CH:30][C:29]([OH:33])=[CH:28][C:27]=2[CH3:34])=[C:6]2[C:10]=1[C@H:9]([O:11][C:12]1[CH:25]=[CH:24][C:15]3[C@H:16]([CH2:19][C:20]([O:22][CH3:23])=[O:21])[CH2:17][O:18][C:14]=3[CH:13]=1)[CH2:8][CH2:7]2.Br[CH2:36][CH:37]1[CH2:42][CH2:41][O:40][CH2:39][CH2:38]1.C(=O)([O-])[O-].[K+].[K+]>CN(C)C=O>[CH3:34][C:27]1[CH:28]=[C:29]([O:33][CH2:36][CH:37]2[CH2:42][CH2:41][O:40][CH2:39][CH2:38]2)[CH:30]=[C:31]([CH3:32])[C:26]=1[C:5]1[CH:4]=[CH:3][C:2]([F:1])=[C:10]2[C:6]=1[CH2:7][CH2:8][C@H:9]2[O:11][C:12]1[CH:25]=[CH:24][C:15]2[C@H:16]([CH2:19][C:20]([O:22][CH3:23])=[O:21])[CH2:17][O:18][C:14]=2[CH:13]=1 |f:2.3.4|. Procedure details: Methyl 2-((S)-6-((R)-7-fluoro-4-(4-hydroxy-2,6-dimethylphenyl)-2,3-dihydro-1H-inden-1-yloxy)-2,3-dihydrobenzofuran-3-yl)acetate (Intermediate 28-29) (138 mg) and 4-(bromomethyl)tetrahydro-2H-pyran (160.3 mg) were suspended in dimethylformamide (5 mL) and potassium carbonate (185.7 mg) was added. The reaction mixture was shaken for 48 h at 60° C. and than directly chromatographed by HPLC on reversed phase. The product fractions are collected and lyophilized to give the title compound. Yield: 117 ... The reactants are C(=O)(C(F)(F)F)O (TFA), C(C)(C)(C)OC(=O)N1CCC(CC1)OC=1C=CC2=C(C(C=3NC4=CC(=CC=C4C3C2=O)C#N)(C)C)C1 (4-(3-cyano-6,6-dimethyl-11-oxo-6,11-dihydro-5H-benzo[b]carbazol-8-yloxy)-piperidine-1-carboxylic acid tert-butyl ester). The solvent is C1CCOC1 (THF). The product is CC1(C2=C(C(C=3C4=CC=C(C=C4NC13)C#N)=O)C=CC(=C2)C2CCNCC2)C (6,6-Dimethyl-11-oxo-8-piperidin-4-yl-6,11-dihydro-5H-benzo[b]carbazole-3-carbonitrile). Reaction SMILES: [C:1](O)([C:3](F)(F)F)=O.C(OC(N1CCC(O[C:22]2[CH:23]=[CH:24][C:25]3[C:37](=[O:38])[C:36]4[C:35]5[C:30](=[CH:31][C:32]([C:39]#[N:40])=[CH:33][CH:34]=5)[NH:29][C:28]=4[C:27]([CH3:42])([CH3:41])[C:26]=3[CH:43]=2)CC1)=O)(C)(C)C>C1COCC1>[CH3:41][C:27]1([CH3:42])[C:28]2[NH:29][C:30]3[C:35](=[CH:34][CH:33]=[C:32]([C:39]#[N:40])[CH:31]=3)[C:36]=2[C:37](=[O:38])[C:25]2[CH:24]=[CH:23][C:22]([CH:3]3[CH2:1][CH2:30][NH:29][CH2:28][CH2:27]3)=[CH:43][C:26]1=2. Procedure: With the same condition as the method for synthesizing the Compound A8-1 (THF (0.5 mL) and TFA (0.5 mL) were added to 4-(3-cyano-6,6-dimethyl-11-oxo-6,11-dihydro-5H-benzo[b]carbazol-8-yloxy)-piperidine-1-carboxylic acid tert-butyl ester (Compound A7-1, 35 mg, 0.072 mmol), and the mixture was stirred at room temperature until Compound A7-1 disappears. The reaction solution was concentrated under reduced pressure and the residue was desalinated by using anionic exchange resin PL StratoSpheres (tra... The reactants are CC1=C(N)C=CC(=C1)C (2,4-dimethylaniline), O (water), BrBr (bromine). The solvent is C(CC)(=O)O (propionic acid), C(CC)(=O)O (propionic acid). Yields the product Br.BrC1=C(N)C(=CC(=C1)C)C (2-Bromo-4,6-dimethylaniline hydrobromide). Reaction SMILES: [CH3:1][C:2]1[CH:8]=[C:7]([CH3:9])[CH:6]=[CH:5][C:3]=1[NH2:4].O.[Br:11]Br>C(O)(=O)CC>[BrH:11].[Br:11][C:5]1[CH:6]=[C:7]([CH3:9])[CH:8]=[C:2]([CH3:1])[C:3]=1[NH2:4] |f:4.5|. Procedure: A 1 1, 3-necked round-bottom flask, equipped with an overhead stirrer, thermometer, and addition funnel was placed in a heating mantle and charged with 2,4-dimethylaniline (60 g, 0.495 mol), propionic acid (450 ml) and water (2 ml). Rapid stirring was initiated as a solution of bromine (93 g, 0.582 mol) in propionic acid (50 ml) was added over 5 minutes. The resulting slurry was stirred at 85°-90° C. for 40 minutes while monitoring the progress of the reaction by high pressure liquid chromatogra... Starting materials: C(C1=CC=CC=C1)OC1=CC=C(C=C1)C(C(=O)O)CC (4-benzyloxyphenylbutyric acid), NCCC1=C(NC2=CC=C(C=C12)O)C1=CC(=CC(=C1)C)C (3-(2-aminoethyl)-2-(3,5-dimethylphenyl)-1H-indol-5-ol), ON1N=NC2=C1C=CC=C2 (1-hydroxybenzotriazole), Cl.CN(CCCN=C=NCC)C (1-(3-dimethylaminopropyl)-3-ethylcarbodiimide hydrochloride). The solvent is C(Cl)Cl (methylene chloride), CN(C=O)C (N,N-dimethylformamide). Conditions: time 6 hour. Yields the product C(C1=CC=CC=C1)OC1=CC=C(C=C1)CCCC(=O)NCCC1=C(NC2=CC=C(C=C12)O)C1=CC(=CC(=C1)C)C (4-(4-benzyloxyphenyl)-N-{2-[2-(3,5-dimethylphenyl)-5-hydroxy-1H-indol-3-yl]ethyl]butyramide). Reaction SMILES: [CH2:1]([O:8][C:9]1[CH:14]=[CH:13][C:12]([CH:15](CC)C(O)=O)=[CH:11][CH:10]=1)[C:2]1[CH:7]=[CH:6][CH:5]=[CH:4][CH:3]=1.[OH:21]N1C2C=CC=CC=2N=N1.Cl.CN(C)[CH2:34][CH2:35][CH2:36]N=C=NCC.[NH2:43][CH2:44][CH2:45][C:46]1[C:54]2[C:49](=[CH:50][CH:51]=[C:52]([OH:55])[CH:53]=2)[NH:48][C:47]=1[C:56]1[CH:61]=[C:60]([CH3:62])[CH:59]=[C:58]([CH3:63])[CH:57]=1>C(Cl)Cl.CN(C)C=O>[CH2:1]([O:8][C:9]1[CH:10]=[CH:11][C:12]([CH2:15][CH2:36][CH2:35][C:34]([NH:43][CH2:44][CH2:45][C:46]2[C:54]3[C:49](=[CH:50][CH:51]=[C:52]([OH:55])[CH:53]=3)[NH:48][C:47]=2[C:56]2[CH:57]=[C:58]([CH3:63])[CH:59]=[C:60]([CH3:62])[CH:61]=2)=[O:21])=[CH:13][CH:14]=1)[C:2]1[CH:3]=[CH:4][CH:5]=[CH:6][CH:7]=1 |f:2.3|. Procedure: To a stirred solution of 4-benzyloxyphenylbutyric acid (159 mg in a mixture of 2 mL methylene chloride and 0.5 mL N,N-dimethylformamide) was added 1-hydroxybenzotriazole (110 mg) and 1-(3-dimethylaminopropyl)-3-ethylcarbodiimide hydrochloride (113 mg) and the reagents allowed to mix for 30 minutes. At this time a solution of 3-(2-aminoethyl)-2-(3,5-dimethylphenyl)-1H-indol-5-ol (144 mg in 4 mL N,N-dimethylformamide) was added and the reaction stirred at room temperature. After 6 hours, the mixtu... Starting materials: CNc1ncnc2nc[nH]c12, CC(C)O, [Na], ClCCCN1CCN(c2ccccc2)CC1. Product: CNc1ncnc2c1ncn2CCCN1CCN(c2ccccc2)CC1. As a reaction SMILES: [CH3:2][NH:3][c:4]1[c:5]2[nH:6][cH:7][n:8][c:9]2[n:10][cH:11][n:12]1.[CH:29]([OH:30])([CH3:31])[CH3:32].[Na:1].[c:13]1([N:19]2[CH2:20][CH2:21][N:22]([CH2:25][CH2:26][CH2:27][Cl:28])[CH2:23][CH2:24]2)[cH:14][cH:15][cH:16][cH:17][cH:18]1>>[CH3:2][NH:3][c:4]1[c:5]2[n:6][cH:7][n:8]([CH2:27][CH2:26][CH2:25][N:22]3[CH2:21][CH2:20][N:19]([c:13]4[cH:14][cH:15][cH:16][cH:17][cH:18]4)[CH2:24][CH2:23]3)[c:9]2[n:10][cH:11][n:12]1.